describe an organic reaction: reactants, conditions, products, and yield From a dataset of the Open Reaction Database (ORD), a public repository of structured organic reaction records. Procedure: This compound was prepared from isophorone (0.168 g, 1.22 mmol) in the manner previously described for enone 13, affording 0.342 g (60%) of the alkylation product (Rf 0.40, 2:1 hexanes/ethyl acetate) as a colorless, oily solid. 1H NMR (400 MHz, CDCl3) δ0.20 and 0.22 [2s, 2×3H, Si(CH3)2 ], 0.99 [s, 9H, SiC(CH3)3 ], 1.00 and 1.02 (2s, 2×3H, geminal-CH3 's),b 1.91 (s, 3H, 3-CH3), 2.18 and 2.28 (ABq, 2H), 2.42 (dd, 1H), 2.82 (dd, 2H), 3.70 (s, 3H, OCH3), 5.82 (sl d, 1H, 2-H), 6.71 (s, 1H, 6'-H), 6.9... Product: C(C)(C)(C)C1=C(C=C(C(=C1O[SiH](C)C)Br)OC)CC1C(CC(=CC1=O)C)(C)C (6-[2'(tert-Butyl)dimethylsilyloxy-4-bromo-5'methoxyphenyl]methyl-3,5,5-trimethyl-cyclohex-2-en-1-one). As a reaction SMILES: [O:1]=[C:2]1[CH2:9][C:6]([CH3:8])([CH3:7])[CH2:5][C:4]([CH3:10])=[CH:3]1.[C:11]([C:15]1[C:20]([O:21][SiH:22]([CH3:24])[CH3:23])=[C:19]([Br:25])[C:18]([O:26][CH3:27])=[CH:17][C:16]=1[CH2:28]C1C(=O)C=CCC1(C)C)([CH3:14])([CH3:13])[CH3:12]>>[C:11]([C:15]1[C:20]([O:21][SiH:22]([CH3:23])[CH3:24])=[C:19]([Br:25])[C:18]([O:26][CH3:27])=[CH:17][C:16]=1[CH2:28][CH:9]1[C:2](=[O:1])[CH:3]=[C:4]([CH3:10])[CH2:5][C:6]1([CH3:8])[CH3:7])([CH3:14])([CH3:13])[CH3:12]. The yield is 60.0%. Starting materials: O=C1C=C(CC(C)(C)C1)C (isophorone), C(C)(C)(C)C1=C(C=C(C(=C1O[SiH](C)C)Br)OC)CC1C(CC=CC1=O)(C)C (6-[2'-(tert-Butyl)dimethylsilyloxy-4'-bromo-5'methoxyphenyl]methyl-5,5-dimethylcyclohex-2 -en-1-one). The reactants are [Br-].C(CCCCCCCCCCC)[P+](C1=CC=CC=C1)(C1=CC=CC=C1)C1=CC=CC=C1 (dodecyltriphenylphosphonium bromide), BrBr (bromine), C[Si](C)(C)[N-][Si](C)(C)C.[K+] (Potassium bis(trimethylsilyl)amide), C[Si](C1=CC(=CO1)C=O)(C)C (5-trimethylsilyl-3-furaldehyde), solution. Run in O1CCCC1 (tetrahydrofuran), O1CCCC1 (tetrahydrofuran), CO.O (methanol water), O1CCCC1 (tetrahydrofuran), C1(=CC=CC=C1)C (toluene). Reaction conditions: time 2 hour. Yields the product Br/C(=C/C=1C=C(OC1)[Si](C)(C)C)/CCCCCCCCCCC ((E)-4-(2-Bromo-1-tridecenyl)-2-trimethylsilylfuran). Reaction SMILES: C[Si]([N-][Si](C)(C)C)(C)C.[K+].[Br-:11].[CH2:12]([P+](C1C=CC=CC=1)(C1C=CC=CC=1)C1C=CC=CC=1)[CH2:13][CH2:14][CH2:15][CH2:16][CH2:17][CH2:18][CH2:19][CH2:20][CH2:21][CH2:22][CH3:23].BrBr.[CH3:45][Si:46]([CH3:55])([CH3:54])[C:47]1[O:51][CH:50]=[C:49]([CH:52]=O)[CH:48]=1>C1(C)C=CC=CC=1.O1CCCC1.CO.O>[Br:11]/[C:12](/[CH2:13][CH2:14][CH2:15][CH2:16][CH2:17][CH2:18][CH2:19][CH2:20][CH2:21][CH2:22][CH3:23])=[CH:52]/[C:49]1[CH:48]=[C:47]([Si:46]([CH3:55])([CH3:54])[CH3:45])[O:51][CH:50]=1 |f:0.1,2.3,8.9|. Procedure: Potassium bis(trimethylsilyl)amide (a 0.5M solution in toluene; 6 ml, 3.02 mmol) was added dropwise to a solution of dodecyltriphenylphosphonium bromide (761 mg, 1.49 mmol) in tetrahydrofuran (10 ml) at -78° under argon. After 2 hours, a solution of bromine (81 μl , 1.49 mmol) in tetrahydrofuran (1 ml) was added. followed by a solution of 5-trimethylsilyl-3-furaldehyde (250 mg, 1.49 mmol) in tetrahydrofuran (1 ml) after 1 hour. Stirring was continued at room temperature for 2 days and the mixtur... Starting materials: FC1=C(C(=CC=C1)F)NC(=S)N/N=C/C1=CC=C(C=C1)C1=NN(C=N1)C1=CC=C(C=C1)OC(F)(F)F ((E)-N-(2,6-difluorophenyl)-2-(4-(1-(4-(trifluoromethoxy)phenyl)-1H-1,2,4-triazol-3-yl)benzylidene)hydrazinecarbothioamide), C([O-])([O-])=O.[K+].[K+] (potassium carbonate), ICI (diiodomethane). The solvent is C(Cl)Cl (DCM), CC(CC)=O (butanone). Reaction conditions: temperature 55 celsius, time 2 day. The product is FC1=C(C(=CC=C1)F)N1\C(\SC1)=N/N=C\C1=CC=C(C=C1)C1=NN(C=N1)C1=CC=C(C=C1)OC(F)(F)F ((Z)-3-(2,6-difluorophenyl)-2-((E)-(4-(1-(4-(trifluoromethoxy)phenyl)-1H-1,2,4-triazol-3-yl)benzylidene)hydrazono)-1,3-thiazetidine). Yield: 16.7%. RXN SMILES: [F:1][C:2]1[CH:7]=[CH:6][CH:5]=[C:4]([F:8])[C:3]=1[NH:9][C:10]([NH:12]/[N:13]=[CH:14]/[C:15]1[CH:20]=[CH:19][C:18]([C:21]2[N:25]=[CH:24][N:23]([C:26]3[CH:31]=[CH:30][C:29]([O:32][C:33]([F:36])([F:35])[F:34])=[CH:28][CH:27]=3)[N:22]=2)=[CH:17][CH:16]=1)=[S:11].[C:37](=O)([O-])[O-].[K+].[K+].ICI>CC(=O)CC.C(Cl)Cl>[F:8][C:4]1[CH:5]=[CH:6][CH:7]=[C:2]([F:1])[C:3]=1[N:9]1[CH2:37][S:11]/[C:10]/1=[N:12]/[N:13]=[CH:14]\[C:15]1[CH:20]=[CH:19][C:18]([C:21]2[N:25]=[CH:24][N:23]([C:26]3[CH:31]=[CH:30][C:29]([O:32][C:33]([F:35])([F:34])[F:36])=[CH:28][CH:27]=3)[N:22]=2)=[CH:17][CH:16]=1 |f:1.2.3|. Procedure: To a mixture of (E)-N-(2,6-difluorophenyl)-2-(4-(1-(4-(trifluoromethoxy)phenyl)-1H-1,2,4-triazol-3-yl)benzylidene)hydrazinecarbothioamide (0.50 g, 0.96 mmol) and potassium carbonate (0.53 g, 3.9 mmol) in butanone (10 mL) in a 25 mL vial equipped with a magnetic stir bar was added diiodomethane (0.093 ml, 1.2 mmol). The reaction was heated to 55° C. and stirred for two days. The reaction mixture was diluted with DCM, washed with water, and the phases separated. The aqueous phase was extracted wit... The reactants are C(C)(=O)N1CCCCC1 (1-acetylpiperidine), C(C)(C)[N-]C(C)C.[Li+] (lithium diisopropylamide), O1CCCC1 (tetrahydrofuran), C(#N)C[C@H](CC(=O)OCC)O ((R)-4-cyano-3-hydroxybutyric acid, ethyl ester), O1CCCC1 (tetrahydrofuran), Cl (hydrochloric acid). Run in O1CCCC1.CCCCCCC (tetrahydrofuran heptane). Reaction conditions: time 30 minute. The product is O[C@H](CC(CC(C#N)=O)=O)CN1CCCCC1 ((R)-ε-hydroxy-α,γ-dioxo-1-piperidineheptanenitrile). RXN SMILES: [C:1]([N:4]1[CH2:9][CH2:8][CH2:7][CH2:6][CH2:5]1)(=O)C.C([N-:13][CH:14](C)C)(C)C.[Li+].[C:18]([CH2:20][C@@H:21]([OH:28])[CH2:22][C:23]([O:25]CC)=O)#N.Cl.[O:30]1CCCC1>O1CCCC1.CCCCCCC>[OH:25][C@@H:23]([CH2:1][N:4]1[CH2:9][CH2:8][CH2:7][CH2:6][CH2:5]1)[CH2:22][C:21](=[O:28])[CH2:20][C:18](=[O:30])[C:14]#[N:13] |f:1.2,6.7|. Reported procedure: To a stirred -10° C. solution of 1-acetylpiperidine (127 g, 1.0 mol) in tetrahydrofuran (1.0 L) is slowly added a solution of lithium diisopropylamide in tetrahydrofuran-heptane (0.5 L of 2M) while maintaining the temperature between -40° C. to -50° C., and the mixture is stirred at -20° C. to -30° C. for 30 minutes. (R)-4-cyano-3-hydroxybutyric acid, ethyl ester (Brower, supra) (40 g, 0.25 mol) as a solution in 200 mL of tetrahydrofuran is then added to the previous mixture. The reaction mixtur...